From a dataset of the Open Reaction Database (ORD), a public repository of structured organic reaction records. describe an organic reaction: reactants, conditions, products, and yield Procedure details: A solution of ethyl 4-chloroacetoacetate (7.02 ml) and ammonium acetate (11.8 g) in absolute ethanol (180 ml) is refluxed for 3 hours. After a night at room temperature the solution is concentrated to dryness by distillation under reduced pressure and the resulting residue is purified by flash chromatography (silica gel, 200 g; eluent CH2Cl2/MeOH/TEA 15/5/02), to give 6.53 g of ethyl (Z)-3-amino-4-chloro-2-butenoate as dark oil which is used without further purifications. As a reaction SMILES: [Cl:1][CH2:2][C:3](=O)[CH2:4][C:5]([O:7][CH2:8][CH3:9])=[O:6].C([O-])(=O)C.[NH4+:15]>C(O)C>[NH2:15]/[C:3](/[CH2:2][Cl:1])=[CH:4]\[C:5]([O:7][CH2:8][CH3:9])=[O:6] |f:1.2|. The reactants are ClCC(CC(=O)OCC)=O (ethyl 4-chloroacetoacetate), C(C)(=O)[O-].[NH4+] (ammonium acetate). Run in C(C)O (ethanol). Product: N\C(=C/C(=O)OCC)\CCl (ethyl (Z)-3-amino-4-chloro-2-butenoate). RXN SMILES: [OH:1][CH:2]1[CH:6]([CH:7]2[O:16][CH:10]3[O:11][C:12]([CH3:15])([CH3:14])[O:13][CH:9]3[CH:8]2[OH:17])[NH:5][C:4](=O)[CH2:3]1.[Li]>>[OH:17][CH:8]1[CH:9]2[CH:10]([O:11][C:12]([CH3:15])([CH3:14])[O:13]2)[O:16][CH:7]1[CH:6]1[CH:2]([OH:1])[CH2:3][CH2:4][NH:5]1 |^1:18|. Procedure: A process according to claim 1 for converting 5-(t-BOC)amino -5-deoxy-l,2-0-isopropylidene-α-D-glucuronolactone to castanospermine which comprises (a) reacting 5-(t? -0 BOC)amino-5-deoxy-l,2-O-isopropylidene-α-D-glucuronolactone (I) with ethyl acetate and lithium diisopropylamine in an inert solvent at low temperature whereby the ethyl acetate adds across the carbonyl group of the lactone to give the corresponding cyclic hemiketal of an β-keto ester (II); (b) hydrogenating the hemiketal catalyti... Reactants: OC1CC(NC1C1C(C2C(OC(O2)(C)C)O1)O)=O (4-Hydroxy-5-(tetrahydro-6-hydroxy-2,2-dimethylfuro[2,3-d] -1,3-dioxol-5-yl)-2-pyrrolidinone), [Li] (lithium), ( d ), lactam. The product is OC1C(OC2OC(OC21)(C)C)C2NCCC2O (2-(Tetrahydro-6-hydroxy-2,2dimethylfuro[2,3-d]-l,3-dioxol-5-yl)-3-pyrrolidinol). Reactants: COc1ccc(CSC2CC(C(=O)NC3CCNC3)N(C(=O)OCc3ccc([N+](=O)[O-])cc3)C2)cc1, CN(C)c1ccncc1, CC#N, CCN(C(C)C)C(C)C, O=C(Cl)OCc1ccc([N+](=O)[O-])cc1, Cl. Yields the product COc1ccc(CSC2CC(C(=O)NC3CCN(C(=O)OCc4ccc([N+](=O)[O-])cc4)C3)N(C(=O)OCc3ccc([N+](=O)[O-])cc3)C2)cc1. As a reaction SMILES: [CH3:11][O:12][c:13]1[cH:14][cH:15][c:16]([CH2:17][S:18][CH:19]2[CH2:20][CH:21]([C:37](=[O:38])[NH:39][CH:40]3[CH2:41][NH:42][CH2:43][CH2:44]3)[N:22]([C:24](=[O:25])[O:26][CH2:27][c:28]3[cH:29][cH:30][c:31]([N+:34](=[O:35])[O-:36])[cH:32][cH:33]3)[CH2:23]2)[cH:45][cH:46]1.[CH3:61][N:62]([CH3:63])[c:64]1[cH:65][cH:66][n:67][cH:68][cH:69]1.[CH3:70][C:71]#[N:72].[CH:1]([N:2]([CH:3]([CH3:4])[CH3:5])[CH2:6][CH3:7])([CH3:8])[CH3:9].[Cl:47][C:48](=[O:49])[O:50][CH2:51][c:52]1[cH:53][cH:54][c:55]([N+:58](=[O:59])[O-:60])[cH:56][cH:57]1.[ClH:10]>>[CH3:11][O:12][c:13]1[cH:14][cH:15][c:16]([CH2:17][S:18][CH:19]2[CH2:20][CH:21]([C:37](=[O:38])[NH:39][CH:40]3[CH2:41][N:42]([C:48](=[O:49])[O:50][CH2:51][c:52]4[cH:53][cH:54][c:55]([N+:58](=[O:59])[O-:60])[cH:56][cH:57]4)[CH2:43][CH2:44]3)[N:22]([C:24](=[O:25])[O:26][CH2:27][c:28]3[cH:29][cH:30][c:31]([N+:34](=[O:35])[O-:36])[cH:32][cH:33]3)[CH2:23]2)[cH:45][cH:46]1. The reactants are [H][H] (hydrogen), [H][H] (hydrogen), C(#N)C1=C(C=CC=C1)C1=CC=C(C=C1)C(C(=O)OCC1=CC=CC=C1)O (benzyl 2'-cyano-4-biphenylylglycolate), Cl (hydrogen chloride). Reagents/catalysts: [Pd].[C] (Pd carbon). The solvent is C(C)(=O)O (acetic acid). The product is C(#N)C1=C(C=CC=C1)C1=CC=C(C=C1)C(C(=O)O)O (2'-cyano-4-biphenylylglycolic acid). As a reaction SMILES: [C:1]([C:3]1[CH:8]=[CH:7][CH:6]=[CH:5][C:4]=1[C:9]1[CH:14]=[CH:13][C:12]([CH:15]([OH:26])[C:16]([O:18]CC2C=CC=CC=2)=[O:17])=[CH:11][CH:10]=1)#[N:2].Cl.[H][H]>[Pd].[C].C(O)(=O)C>[C:1]([C:3]1[CH:8]=[CH:7][CH:6]=[CH:5][C:4]=1[C:9]1[CH:14]=[CH:13][C:12]([CH:15]([OH:26])[C:16]([OH:18])=[O:17])=[CH:11][CH:10]=1)#[N:2] |f:3.4|. Procedure: A solution of 0.01 moles of benzyl 2'-cyano-4-biphenylylglycolate dissolved in 100 ml. of acetic acid and containing 0.01 mole of hydrogen chloride is shaken with hydrogen over a 5% Pd carbon catalyst until 0.01 moles of hydrogen is absorbed. The catalyst is then filtered and the solution is evaporated to dryness and crystallized to obtain 2'-cyano-4-biphenylylglycolic acid. Starting materials: Cl.C(#N)C1(CC1)NC(=O)[C@H]1NC[C@@H](C1)S(=O)(=O)C1=C(C=CC=C1)Cl ((2S,4R)-4-(2-chloro-benzenesulfonyl)-pyrrolidine-2-carboxylic acid (1-cyano-cyclopropyl)-amide hydrochloride), C=O (formaldehyde). The product is C(#N)C1(CC1)NC(=O)[C@H]1N(C[C@@H](C1)S(=O)(=O)C1=C(C=CC=C1)Cl)C ((2S,4R)-4-(2-chloro-benzenesulfonyl)-1-methyl-pyrrolidine-2-carboxylic acid (1-cyano-cyclopropyl)-amide). As a reaction SMILES: Cl.[C:2]([C:4]1([NH:7][C:8]([C@@H:10]2[CH2:14][C@@H:13]([S:15]([C:18]3[CH:23]=[CH:22][CH:21]=[CH:20][C:19]=3[Cl:24])(=[O:17])=[O:16])[CH2:12][NH:11]2)=[O:9])[CH2:6][CH2:5]1)#[N:3].[CH2:25]=O>>[C:2]([C:4]1([NH:7][C:8]([C@@H:10]2[CH2:14][C@@H:13]([S:15]([C:18]3[CH:23]=[CH:22][CH:21]=[CH:20][C:19]=3[Cl:24])(=[O:17])=[O:16])[CH2:12][N:11]2[CH3:25])=[O:9])[CH2:6][CH2:5]1)#[N:3] |f:0.1|. Procedure details: (2S,4R)-4-(2-chloro-benzenesulfonyl)-pyrrolidine-2-carboxylic acid (1-cyano-cyclopropyl)-amide hydrochloride from experiment K4 was reductively alkylated with aqueous formaldehyde in analogy to experiment L3 to give (2S,4R)-4-(2-chloro-benzenesulfonyl)-1-methyl-pyrrolidine-2-carboxylic acid (1-cyano-cyclopropyl)-amide as a colorless oil. MS: 368.0 [M+H]+.